From a dataset of the Open Reaction Database (ORD), a public repository of structured organic reaction records. describe an organic reaction: reactants, conditions, products, and yield Reactants: Cc1cn(C2CC(N=[N+]=[N-])C(CO[Si](c3ccccc3)(c3ccccc3)C(C)(C)C)O2)c(=O)n(COCc2ccccc2)c1=O, C1CCOC1, CC(C)(C#N)N=NC(C)(C)C#N. Yields the product Cc1cn(C2CC(N)C(CO[Si](c3ccccc3)(c3ccccc3)C(C)(C)C)O2)c(=O)n(COCc2ccccc2)c1=O. As a reaction SMILES: [CH2:1]([c:2]1[cH:3][cH:4][cH:5][cH:6][cH:7]1)[O:8][CH2:9][n:10]1[c:11](=[O:45])[n:12]([CH:13]2[CH2:14][CH:15]([N:37]=[N+:38]=[N-:39])[CH:16]([CH2:17][O:18][Si:19]([c:20]3[cH:21][cH:22][cH:23][cH:24][cH:25]3)([c:26]3[cH:27][cH:28][cH:29][cH:30][cH:31]3)[C:32]([CH3:33])([CH3:34])[CH3:35])[O:36]2)[cH:40][c:41]([CH3:44])[c:42]1=[O:43].[CH2:58]1[O:59][CH2:60][CH2:61][CH2:62]1.[N:46]#[C:47][C:48]([N:49]=[N:50][C:51]([C:52]#[N:53])([CH3:54])[CH3:55])([CH3:56])[CH3:57]>>[CH2:1]([c:2]1[cH:3][cH:4][cH:5][cH:6][cH:7]1)[O:8][CH2:9][n:10]1[c:11](=[O:45])[n:12]([CH:13]2[CH2:14][CH:15]([NH2:37])[CH:16]([CH2:17][O:18][Si:19]([c:20]3[cH:21][cH:22][cH:23][cH:24][cH:25]3)([c:26]3[cH:27][cH:28][cH:29][cH:30][cH:31]3)[C:32]([CH3:33])([CH3:34])[CH3:35])[O:36]2)[cH:40][c:41]([CH3:44])[c:42]1=[O:43]. Reactants: C(C)I (ethyl iodide), COC=1C=C(C=CC1)C12CCCC(N(C1=O)C)C2 (1-(3-methoxyphenyl)-6-methyl-6-azabicyclo[3,2,1]octane-7-one), [Li] (lithium), O (Water). Run in CCOCC (ether), C1=CC=CC=C1 (benzene), CCOCC (ether). Run at time 30 minute. Yields the product COC=1C=C(C=CC1)C12CCCC(N(C1=CC)C)C2 (1-(3-methoxyphenyl)-6-methyl-7-ethylidene-6-azabicyclo[3,2,1]octane). Yield: 95.3%. RXN SMILES: [Li].[CH2:2](I)[CH3:3].[CH3:5][O:6][C:7]1[CH:8]=[C:9]([C:13]23[CH2:22][CH:17]([N:18]([CH3:21])[C:19]2=O)[CH2:16][CH2:15][CH2:14]3)[CH:10]=[CH:11][CH:12]=1.O>CCOCC.C1C=CC=CC=1>[CH3:5][O:6][C:7]1[CH:8]=[C:9]([C:13]23[CH2:22][CH:17]([N:18]([CH3:21])[C:19]2=[CH:2][CH3:3])[CH2:16][CH2:15][CH2:14]3)[CH:10]=[CH:11][CH:12]=1 |^1:0|. Reported procedure: 0.17 g of lithium is added to 8 ml of absolute ether in a nitrogen atmosphere, and a solution of 1.8 g of ethyl iodide in 3 ml of absolute ether is added dropwise thereto at 0° to -5°C. The mixture is stirred at the same temperature for 30 minutes. Then, a solution of 0.8 g of 1-(3-methoxyphenyl)-6-methyl-6-azabicyclo[3,2,1]octane-7-one in 30 ml of benzene is added dropwise to the mixture at room temperature for 5 minutes. The mixture is refluxed for 3 hours. Water is added to the mixture under ...